Dataset: the Open Reaction Database (ORD), a public repository of structured organic reaction records. Task: describe an organic reaction: reactants, conditions, products, and yield Starting materials: aqueous solution, C(O)([O-])=O.[Na+] (sodium hydrogen carbonate), C(CCC)OC(=O)NC=1C=C(C(C(=O)O)=CC1)O (4-(n-butyloxycarbonylamino)salicylic acid), S(=O)(=O)([O-])[O-].[Zn+2] (zinc sulfate). Run in aqueous solution. Conditions: time 30 minute. The product is C(CCC)OC(=O)NC=1C=C(C(C(=O)[O-])=CC1)O.[Zn+2].C(CCC)OC(=O)NC=1C=C(C(C(=O)[O-])=CC1)O (zinc 4-(n-butyloxycarbonylamino)salicylate). Isolated yield 91.3%. Reaction SMILES: C(=O)([O-])O.[Na+].[CH2:6]([O:10][C:11]([NH:13][C:14]1[CH:15]=[C:16]([OH:23])[C:17](=[CH:21][CH:22]=1)[C:18]([OH:20])=[O:19])=[O:12])[CH2:7][CH2:8][CH3:9].S([O-])([O-])(=O)=O.[Zn+2:29]>>[CH2:6]([O:10][C:11]([NH:13][C:14]1[CH:15]=[C:16]([OH:23])[C:17](=[CH:21][CH:22]=1)[C:18]([O-:20])=[O:19])=[O:12])[CH2:7][CH2:8][CH3:9].[Zn+2:29].[CH2:6]([O:10][C:11]([NH:13][C:14]1[CH:15]=[C:16]([OH:23])[C:17](=[CH:21][CH:22]=1)[C:18]([O-:20])=[O:19])=[O:12])[CH2:7][CH2:8][CH3:9] |f:0.1,3.4,5.6.7|. Procedure: To 400 ml of an aqueous solution containing 8.4 g of sodium hydrogen carbonate, 25.3 g of 4-(n-butyloxycarbonylamino)salicylic acid was gradually added and dissolved at room temperature. The solution obtained was dropwise added to 200 ml of an aqueous solution containing 14.9 g of zinc sulfate 7 hydrate over 20 minutes at room temperature. After finishing dropwise addition, the mixture was further stirred for 30 minutes. Precipitated crystals were filtered, washed with water, and dried to obtain... The reactants are CCOC(=O)C(C(COC)c1c[nH]c2cccc(Cc3ccccc3Cl)c12)[N+](=O)[O-], CCO. The product is CCOC(=O)C(N)C(COC)c1c[nH]c2cccc(Cc3ccccc3Cl)c12. As a reaction SMILES: [CH2:1]([CH3:2])[O:3][C:4]([CH:5]([CH:6]([CH2:7][O:8][CH3:9])[c:10]1[cH:11][nH:12][c:13]2[cH:14][cH:15][cH:16][c:17]([CH2:19][c:20]3[c:21]([Cl:26])[cH:22][cH:23][cH:24][cH:25]3)[c:18]12)[N+:27]([O-:28])=[O:29])=[O:30].[CH3:31][CH2:32][OH:33]>>[CH2:1]([CH3:2])[O:3][C:4]([CH:5]([CH:6]([CH2:7][O:8][CH3:9])[c:10]1[cH:11][nH:12][c:13]2[cH:14][cH:15][cH:16][c:17]([CH2:19][c:20]3[c:21]([Cl:26])[cH:22][cH:23][cH:24][cH:25]3)[c:18]12)[NH2:27])=[O:30]. Reactants: ClC1=C(C=C(C(=O)O)C=C1)NC(=O)NC(C1=C(C=CC=C1)Cl)=O (4-chloro-3-[3-(2-chlorobenzoyl)ureido]benzoic acid), CN(C=O)C (dimethylformamide), [B-](F)(F)(F)F.CCOC(=O)C(=NOC(=[N+](C)C)N(C)C)C#N (TOTU), C(C)(C)N(CC)C(C)C (diisopropylethylamine). The product is ClC1=C(C=C(C(=O)NC2CCN(CC2)C(=O)OCC)C=C1)NC(=O)NC(C1=C(C=CC=C1)Cl)=O (Ethyl 4-{4-chloro-3-[3-(2-chlorobenzoyl)ureido]benzoylamino}piperidine-1-carboxylate). As a reaction SMILES: [Cl:1][C:2]1[CH:10]=[CH:9][C:5]([C:6]([OH:8])=O)=[CH:4][C:3]=1[NH:11][C:12]([NH:14][C:15](=[O:23])[C:16]1[CH:21]=[CH:20][CH:19]=[CH:18][C:17]=1[Cl:22])=[O:13].[B-](F)(F)(F)F.[CH3:29][CH2:30][O:31]C(C(C#N)=NOC(N(C)C)=[N+](C)C)=O.C([N:49]([CH:52]([CH3:54])[CH3:53])CC)(C)C.[CH3:55][N:56]([CH3:59])[CH:57]=[O:58]>>[Cl:1][C:2]1[CH:10]=[CH:9][C:5]([C:6]([NH:49][CH:52]2[CH2:53][CH2:59][N:56]([C:57]([O:31][CH2:30][CH3:29])=[O:58])[CH2:55][CH2:54]2)=[O:8])=[CH:4][C:3]=1[NH:11][C:12]([NH:14][C:15](=[O:23])[C:16]1[CH:21]=[CH:20][CH:19]=[CH:18][C:17]=1[Cl:22])=[O:13] |f:1.2|. Procedure details: 100 mg (0.28 mmol) of 4-chloro-3-[3-(2-chlorobenzoyl)ureido]benzoic acid, 93 mg (0.28 mmol) of TOTU and 37 mg (0.28 mmol) of diisopropylethylamine were coupled in 1 ml of dimethylformamide. The reaction solution was washed once each with 5% strength sodium bicarbonate solution and 10% strength citric acid solution, and the organic phase was dried and concentrated. The reactants are ClC=1C=C2C(=C(C=[N+](C2=CC1)[O-])[N+](=O)[O-])C(F)(F)F (6-Chloro-3-nitro-4-(trifluoromethyl)quinoline 1-oxide), P(=O)(Br)(Br)Br (POBr3). Reaction conditions: temperature 100 celsius, time 2 hour. The product is BrC1=NC2=CC=C(C=C2C(=C1[N+](=O)[O-])C(F)(F)F)Cl (2-Bromo-6-chloro-3-nitro-4-(trifluoromethyl)quinoline). Isolated yield 96.1%. As a reaction SMILES: [Cl:1][C:2]1[CH:3]=[C:4]2[C:9](=[CH:10][CH:11]=1)[N+:8]([O-])=[CH:7][C:6]([N+:13]([O-:15])=[O:14])=[C:5]2[C:16]([F:19])([F:18])[F:17].P(Br)(Br)([Br:22])=O>>[Br:22][C:7]1[C:6]([N+:13]([O-:15])=[O:14])=[C:5]([C:16]([F:19])([F:18])[F:17])[C:4]2[C:9](=[CH:10][CH:11]=[C:2]([Cl:1])[CH:3]=2)[N:8]=1. Procedure details: A mixture of 3 (4.71 g, 16.1 mmol) and POBr3 (9.23 g, 32.2 mmol) were heated to 100° C. After 2 h, the reaction was cooled to rt and partitioned between EtOAc and H2O, adding ice when necessary. The mixture was stirred overnight to break up the solid materials. Et2O (100 mL) was added and the organic phase was removed. The remaining aqueous phase was extracted with EtOAc (3×100 mL). The combined organic phases were washed with brine, dried over MgSO4 and concentrated to afford 5.5 g (96%) of the... Starting materials: CN1C(=O)C[C@](C)(N/C/1=N/C(=O)OC(C)(C)C)c2sccc2Cl, CC1(C)OB(OC1(C)C)c2cccc(c2)C3(CC3)NC(=O)OCc4ccccc4. The reagents and catalysts are CCN=P(N=P(N(C)C)(N(C)C)N(C)C)(N(C)C)N(C)C (P2-Et), CC(C)c1cc(C(C)C)c(-c2ccccc2[PH](C(C)(C)C)(C(C)(C)C)[Pd]2(OS(C)(=O)=O)Nc3ccccc3-c3ccccc32)c(C(C)C)c1 (tBuXphos G3). Solvent: CS(C)=O (DMSO), O (water), CS(C)=O (DMSO), CS(C)=O (DMSO), CS(C)=O (DMSO). Reaction conditions: time 22 hour. Product: CN1C(=O)C[C@](C)(N/C/1=N/C(=O)OC(C)(C)C)c2sccc2c3cccc(c3)C4(CC4)NC(=O)OCc5ccccc5, CN1C(=O)C[C@](C)(N/C/1=N/C(=O)OC(C)(C)C)c2sccc2Cl, c1ccc(-c2ccccc2)cc1. The reactants are [Al+3], C1CCOC1, O=C1CCCc2nc3cc(Cl)ccc3c(NCc3ccc(F)cc3)c21, [H-], [H-], [H-], [H-], [Li+]. Yields the product OC1CCCc2nc3cc(Cl)ccc3c(NCc3ccc(F)cc3)c21. RXN SMILES: [Al+3:27].[CH2:32]1[O:33][CH2:34][CH2:35][CH2:36]1.[Cl:1][c:2]1[cH:3][c:4]2[n:5][c:6]3[c:11]([c:12]([NH:16][CH2:17][c:18]4[cH:19][cH:20][c:21]([F:24])[cH:22][cH:23]4)[c:13]2[cH:14][cH:15]1)[C:10](=[O:25])[CH2:9][CH2:8][CH2:7]3.[H-:26].[H-:29].[H-:30].[H-:31].[Li+:28]>>[Cl:1][c:2]1[cH:3][c:4]2[n:5][c:6]3[c:11]([c:12]([NH:16][CH2:17][c:18]4[cH:19][cH:20][c:21]([F:24])[cH:22][cH:23]4)[c:13]2[cH:14][cH:15]1)[CH:10]([OH:25])[CH2:9][CH2:8][CH2:7]3. Run in C1CCOC1 (THF), O (water). Run at time 8 hour. Procedure details: Lithium hydroxide monohydrate (4.1 g) was added to a solution of ethyl 2-isobutylthiazole-4-carboxylate (example 72, step c) (5.2 g) in a mixture of THF (80 mL) and water (20 mL). The resulting mixture was stirred overnight. The reaction was carefully acidified with concentrated hydrochloric acid (10 mL) and the volatiles evaporated. The resulting aqueous mixture was poured into brine (50 mL) and extracted with ethyl acetate (3×100 mL). The combined organic solutions were washed with brine (50 m... Reactants: O.[OH-].[Li+] (Lithium hydroxide monohydrate), C(C(C)C)C=1SC=C(N1)C(=O)OCC (Ethyl 2-isobutylthiazole-4-carboxylate), Cl (hydrochloric acid). As a reaction SMILES: O.[OH-].[Li+].[CH2:4]([C:8]1[S:9][CH:10]=[C:11]([C:13]([O:15]CC)=[O:14])[N:12]=1)[CH:5]([CH3:7])[CH3:6].Cl>C1COCC1.O>[CH2:4]([C:8]1[S:9][CH:10]=[C:11]([C:13]([OH:15])=[O:14])[N:12]=1)[CH:5]([CH3:7])[CH3:6] |f:0.1.2|. The product is C(C(C)C)C=1SC=C(N1)C(=O)O (2-Isobutylthiazole-4-carboxylic acid). Reactants: C(CCCCCCCCC)OC1=CC=C(C=C1)I (1-decyloxy-4-iodobenzene), C(#C)C1=CC=C(C=C1)C#C (1,4-diethynylbenzene). The product is C(CCCCCCCCC)OC1=C(C=CC=C1)C#CC1=CC=C(C=C1)C#CC1=C(C=CC=C1)OCCCCCCCCCC (1,4-bis(decyloxyphenylethynyl)benzene). As a reaction SMILES: [CH2:1]([O:11][C:12]1[CH:17]=[CH:16][C:15](I)=[CH:14][CH:13]=1)[CH2:2][CH2:3][CH2:4][CH2:5][CH2:6][CH2:7][CH2:8][CH2:9][CH3:10].[C:19]([C:21]1[CH:26]=[CH:25][C:24]([C:27]#[CH:28])=[CH:23][CH:22]=1)#[CH:20]>>[CH2:1]([O:11][C:12]1[CH:17]=[CH:16][CH:15]=[CH:14][C:13]=1[C:20]#[C:19][C:21]1[CH:26]=[CH:25][C:24]([C:27]#[C:28][C:17]2[CH:16]=[CH:15][CH:14]=[CH:13][C:12]=2[O:11][CH2:1][CH2:2][CH2:3][CH2:4][CH2:5][CH2:6][CH2:7][CH2:8][CH2:9][CH3:10])=[CH:23][CH:22]=1)[CH2:2][CH2:3][CH2:4][CH2:5][CH2:6][CH2:7][CH2:8][CH2:9][CH3:10]. Reported procedure: Then, 1-decyloxy-4-iodobenzene and 1,4-diethynylbenzene are reacted to obtain 1,4-bis(decyloxyphenylethynyl)benzene as shown in the following reaction formula (38). Starting materials: [N+](=O)([O-])[O-].[NH4+].[Ce+4].[N+](=O)([O-])[O-].[N+](=O)([O-])[O-].[N+](=O)([O-])[O-].[N+](=O)([O-])[O-] (cerium(IV) ammonium nitrate), C1(=CC=CC=C1)C1NC=2C=CC(=CC2C2C1CCCO2)C(F)(F)F (5-phenyl-9-trifluoromethyl-3,4,4a,5,6,10b-hexahydro-2H-pyrano[3,2-c]quinoline), C(C)(=O)OCC (ethyl acetate). Run in C1CCOC1 (THF). Run at time 8 hour. The product is C1(=CC=CC=C1)C1=NC2=CC=C(C=C2C=C1CCCO)C(F)(F)F (3-(2-phenyl-6-trifluoromethylquinolin-3-yl)propan-1-ol). As a reaction SMILES: [C:1]1([CH:7]2[CH:16]3[CH2:17][CH2:18][CH2:19][O:20][CH:15]3[C:14]3[CH:13]=[C:12]([C:21]([F:24])([F:23])[F:22])[CH:11]=[CH:10][C:9]=3[NH:8]2)[CH:6]=[CH:5][CH:4]=[CH:3][CH:2]=1.[N+]([O-])([O-])=O.[NH4+].[Ce+4].[N+]([O-])([O-])=O.[N+]([O-])([O-])=O.[N+]([O-])([O-])=O.[N+]([O-])([O-])=O.C(OCC)(=O)C>C1COCC1>[C:1]1([C:7]2[C:16]([CH2:17][CH2:18][CH2:19][OH:20])=[CH:15][C:14]3[C:9](=[CH:10][CH:11]=[C:12]([C:21]([F:24])([F:22])[F:23])[CH:13]=3)[N:8]=2)[CH:2]=[CH:3][CH:4]=[CH:5][CH:6]=1 |f:1.2.3.4.5.6.7|. Reported procedure: 0.50 g (1.50 mmol) of 5-phenyl-9-trifluoromethyl-3,4,4a,5,6,10b-hexahydro-2H-pyrano[3,2-c]quinoline 3 was dissolved in THF (15 ml), 1.65 g (3.00 mmol, 2 eq) of cerium(IV) ammonium nitrate were added at RT, and stirring was continued overnight at RT. When the reaction was complete, 50 ml of ethyl acetate were added, and the mixture was extracted 2× with 50 ml of water. The org. phase was dried and evaporated to dryness. The residue was recrystallised from ethyl acetate/diethyl ether, giving a pal... Starting materials: N(=C=S)C1=C(C(=O)OC)C=CC=C1 (methyl 2-isothiocyanatobenzoate), NCC(C)N1CCC(CC1)C(=O)C1=CC=C(C=C1)F ([1-(2-amino-1-methylethyl)-4-piperidinyl](4-fluorophenyl)methanone). Solvent: O1CCCC1 (tetrahydrofuran). Conditions: time 8 hour. The product is FC1=CC=C(C(=O)C2CCN(CC2)C(CN2C(NC3=CC=CC=C3C2=O)=S)C)C=C1 (3-[2-[4-(4-fluorobenzoyl)-1-piperidinyl]propyl]-2,3-dihydro-2-thioxo-4(1H)-quinazolinone). The yield is 13.0%. Reaction SMILES: [N:1]([C:4]1[CH:13]=[CH:12][CH:11]=[CH:10][C:5]=1[C:6]([O:8]C)=O)=[C:2]=[S:3].[NH2:14][CH2:15][CH:16]([N:18]1[CH2:23][CH2:22][CH:21]([C:24]([C:26]2[CH:31]=[CH:30][C:29]([F:32])=[CH:28][CH:27]=2)=[O:25])[CH2:20][CH2:19]1)[CH3:17]>O1CCCC1>[F:32][C:29]1[CH:28]=[CH:27][C:26]([C:24]([CH:21]2[CH2:20][CH2:19][N:18]([CH:16]([CH3:17])[CH2:15][N:14]3[C:6](=[O:8])[C:5]4[C:4](=[CH:13][CH:12]=[CH:11][CH:10]=4)[NH:1][C:2]3=[S:3])[CH2:23][CH2:22]2)=[O:25])=[CH:31][CH:30]=1. Procedure details: A mixture of 6.7 parts of methyl 2-isothiocyanatobenzoate, 8 parts of [1-(2-amino-1-methylethyl)-4-piperidinyl](4-fluorophenyl)methanone and 108 parts of tetrahydrofuran is stirred overnight at room temperature. The reaction mixture is evaporated. The residue is purified twice by column-chromatography over silica gel using first a mixture of trichloromethane and methanol (90:10 by volume) and then a mixture of trichloromethane and methanol (95:5 by volume) as eluent. The pure fractions are colle...